This data is from the Open Reaction Database (ORD), a public repository of structured organic reaction records. The task is: describe an organic reaction: reactants, conditions, products, and yield Reactants: acid chloride, ClC1=CC=C(C=C1)C1=C(C=CC=C1)N (4′-chlorobiphenyl-2-ylamine), CN1N=C(C(=C1)C(=O)O)C(F)(F)F (1-methyl-3-trifluoromethyl-1H-pyrazole-4-carboxylic acid), C(C(=O)Cl)(=O)Cl (oxalyl chloride), CN(C)C=O (DMF). The solvent is C(Cl)Cl (methylene chloride), C(C)N(CC)CC (triethylamine), C(Cl)Cl (methylene chloride). Conditions: time 4 hour. Yields the product ClC1=CC=C(C=C1)C1=C(C=CC=C1)NC(=O)C=1C(=NN(C1)C)C(F)(F)F (1-methyl-3-trifluoromethyl-1H-pyrazole-4-carboxylic acid (4′-chlorobiphenyl-2-yl) amide). Isolated yield 60.4%. As a reaction SMILES: [CH3:1][N:2]1[CH:6]=[C:5]([C:7](O)=[O:8])[C:4]([C:10]([F:13])([F:12])[F:11])=[N:3]1.C(Cl)(=O)C(Cl)=O.CN(C=O)C.[Cl:25][C:26]1[CH:31]=[CH:30][C:29]([C:32]2[CH:37]=[CH:36][CH:35]=[CH:34][C:33]=2[NH2:38])=[CH:28][CH:27]=1>C(Cl)Cl.C(N(CC)CC)C>[Cl:25][C:26]1[CH:27]=[CH:28][C:29]([C:32]2[CH:37]=[CH:36][CH:35]=[CH:34][C:33]=2[NH:38][C:7]([C:5]2[C:4]([C:10]([F:13])([F:12])[F:11])=[N:3][N:2]([CH3:1])[CH:6]=2)=[O:8])=[CH:30][CH:31]=1. Reported procedure: A solution of 1-methyl-3-trifluoromethyl-1H-pyrazole-4-carboxylic acid (0.68 g) and oxalyl chloride (0.49 g) in methylene chloride (30 ml) is stirred for 2 hours at room temperature in the presence of a catalytic amount of DMF. The resulting acid chloride solution is then added to a solution of 4′-chlorobiphenyl-2-ylamine (0.71 g) and triethylamine (0.36 g) in 15 ml of methylene chloride at 0° C. The reaction mixture is then stirred for 4 hours at room temperature. After distilling off the solve... Starting materials: CSC(=N)NC(=O)OC(C)(C)C, O=C(OCc1ccccc1)ON1C(=O)CCC1=O, ClCCl, [Na+], [OH-]. Product: CSC(=NC(=O)OC(C)(C)C)NC(=O)OCc1ccccc1. RXN SMILES: [C:1]([CH3:2])([CH3:3])([CH3:4])[O:5][C:6](=[O:7])[NH:8][C:9]([S:10][CH3:11])=[NH:12].[CH2:15]([c:16]1[cH:17][cH:18][cH:19][cH:20][cH:21]1)[O:22][C:23](=[O:24])[O:25][N:26]1[C:27](=[O:28])[CH2:29][CH2:30][C:31]1=[O:32].[Cl:33][CH2:34][Cl:35].[Na+:14].[OH-:13]>>[C:1]([CH3:2])([CH3:3])([CH3:4])[O:5][C:6](=[O:7])[N:8]=[C:9]([S:10][CH3:11])[NH:12][C:23]([O:22][CH2:15][c:16]1[cH:17][cH:18][cH:19][cH:20][cH:21]1)=[O:24]. Starting materials: CCOc1c(OCC)c(=O)c1=O, CCO, CON(C)S(=O)(=O)c1c(Cl)ccc(N)c1O. Yields the product CCOc1c(Nc2ccc(Cl)c(S(=O)(=O)N(C)OC)c2O)c(=O)c1=O. RXN SMILES: [CH2:1]([O:2][c:4]1[c:5](=[O:12])[c:6](=[O:11])[c:7]1[O:8][CH2:9][CH3:10])[CH3:3].[CH3:29][CH2:30][OH:31].[NH2:13][c:14]1[c:15]([OH:28])[c:16]([S:21](=[O:22])(=[O:23])[N:24]([CH3:25])[O:26][CH3:27])[c:17]([Cl:20])[cH:18][cH:19]1>>[c:4]1([NH:13][c:14]2[c:15]([OH:28])[c:16]([S:21](=[O:22])(=[O:23])[N:24]([CH3:25])[O:26][CH3:27])[c:17]([Cl:20])[cH:18][cH:19]2)[c:5](=[O:12])[c:6](=[O:11])[c:7]1[O:8][CH2:9][CH3:10]. Starting materials: CO, [K+], COC(=O)NC1CCc2cc(C3=NNC(=O)CC3)sc2C1, [OH-], O. Yields the product NC1CCc2cc(C3=NNC(=O)CC3)sc2C1. As a reaction SMILES: [CH3:24][OH:25].[K+:23].[N:1]1=[C:6]([c:7]2[cH:8][c:9]3[c:10]([s:11]2)[CH2:12][CH:13]([NH:16][C:17]([O:18][CH3:19])=[O:20])[CH2:14][CH2:15]3)[CH2:5][CH2:4][C:3](=[O:21])[NH:2]1.[OH-:22].[OH2:26]>>[N:1]1=[C:6]([c:7]2[cH:8][c:9]3[c:10]([s:11]2)[CH2:12][CH:13]([NH2:16])[CH2:14][CH2:15]3)[CH2:5][CH2:4][C:3](=[O:21])[NH:2]1. Starting materials: CS(=O)C1=CC=C(C=C1)C1CCNCC1 (4-(4-methylsulfinylphenyl)piperidine), CO (methanol), hydrochloride salt, ClC=1C=C(C=CC1Cl)[C@@H](CN(C(C1=CC=CC=C1)=O)C)CC=O ((S)-N-[2-(3,4-dichlorophenyl)-4-oxobutyl]-N-methylbenzamide), ClCCl (dichloromethane). The solvent is O (H2O). Product: Cl.ClC=1C=C(C=CC1Cl)[C@@H](CN(C(C1=CC=CC=C1)=O)C)CCN1CCC(CC1)C1=CC=C(C=C1)S(=O)C ((S)-N-[2-(3,4-Dichlorophenyl)-4-[4-(4-methylsulfinylphenyl)piperidino]butyl]-N-methylbenzamide hydrochloride). RXN SMILES: [CH3:1][S:2]([C:4]1[CH:9]=[CH:8][C:7]([CH:10]2[CH2:15][CH2:14][NH:13][CH2:12][CH2:11]2)=[CH:6][CH:5]=1)=[O:3].[Cl:16][C:17]1[CH:18]=[C:19]([C@H:24]([CH2:36][CH:37]=O)[CH2:25][N:26]([CH3:35])[C:27](=[O:34])[C:28]2[CH:33]=[CH:32][CH:31]=[CH:30][CH:29]=2)[CH:20]=[CH:21][C:22]=1[Cl:23].ClCCl.CO>O>[ClH:16].[Cl:16][C:17]1[CH:18]=[C:19]([C@H:24]([CH2:36][CH2:37][N:13]2[CH2:14][CH2:15][CH:10]([C:7]3[CH:6]=[CH:5][C:4]([S:2]([CH3:1])=[O:3])=[CH:9][CH:8]=3)[CH2:11][CH2:12]2)[CH2:25][N:26]([CH3:35])[C:27](=[O:34])[C:28]2[CH:29]=[CH:30][CH:31]=[CH:32][CH:33]=2)[CH:20]=[CH:21][C:22]=1[Cl:23] |f:5.6|. Procedure: Using a procedure similar to that described in Example 1 (alternative preparation), except using 4-(4-methylsulfinylphenyl)piperidine and (S)-N-[2-(3,4-dichlorophenyl)-4-oxobutyl]-N-methylbenzamide, the title compound was prepared. Chromatography with dichloromethane:methanol followed by conversion to the hydrochloride salt gave a white solid; mp 94°-125° C.; MS: 557; NMR (CD3OD): 1.8-2.3 (m, 6), 2.8 (s, 6), 2.8-3.3 (br, 6), 3.4-3.9 (m, 4), 7.9-7.7 (m, 12). Analysis for C30H34Cl2NO2S·1.0 HCl·1.5...